From a dataset of the Open Reaction Database (ORD), a public repository of structured organic reaction records. describe an organic reaction: reactants, conditions, products, and yield Reactants: CCC(CC)NC(=O)C=Cc1ccc(O)cc1, CCO, OCCCl, [K+], [OH-]. The product is CCC(CC)NC(=O)C=Cc1ccc(OCCO)cc1. Reaction SMILES: [CH2:1]([CH3:2])[CH:3]([CH2:4][CH3:5])[NH:6][C:7]([CH:8]=[CH:9][c:10]1[cH:11][cH:12][c:13]([OH:16])[cH:14][cH:15]1)=[O:17].[CH3:24][CH2:25][OH:26].[Cl:20][CH2:21][CH2:22][OH:23].[K+:19].[OH-:18]>>[CH2:1]([CH3:2])[CH:3]([CH2:4][CH3:5])[NH:6][C:7]([CH:8]=[CH:9][c:10]1[cH:11][cH:12][c:13]([O:16][CH2:21][CH2:22][OH:23])[cH:14][cH:15]1)=[O:17]. Reactants: Cl.COC=1C=C(C=CC1OC)C=1C(C(N(N1)C1CCNCC1)=O)(C)C (5-(3,4-dimethoxyphenyl)-4,4-dimethyl-2-(piperidin-4-yl)-2,4-dihydro-3H-pyrazol-3-one hydrochloride), Cl.COC=1C=C(C=CC1OC)C=1C(C(N(N1)C1CCNCC1)=O)(C)C (5-(3,4-dimethoxyphenyl)-4,4-dimethyl-2-(piperidin-4-yl)-2,4-dihydro-3H-pyrazol-3-one hydrochloride), C1(=CC=CC2=CC=CC=C12)C(=O)Cl (1-naphthoyl chloride). Yields the product COC=1C=C(C=CC1OC)C=1C(C(N(N1)C1CCN(CC1)C(=O)C1=CC=CC2=CC=CC=C12)=O)(C)C (5-(3,4-Dimethoxyphenyl)-4,4-dimethyl-2-[1-(naphthalen-1-ylcarbonyl)piperidin-4-yl]-2,4-dihydro-3H-pyrazol-3-one). RXN SMILES: Cl.[CH3:2][O:3][C:4]1[CH:5]=[C:6]([C:12]2[C:13]([CH3:25])([CH3:24])[C:14](=[O:23])[N:15]([CH:17]3[CH2:22][CH2:21][NH:20][CH2:19][CH2:18]3)[N:16]=2)[CH:7]=[CH:8][C:9]=1[O:10][CH3:11].[C:26]1([C:36](Cl)=[O:37])[C:35]2[C:30](=[CH:31][CH:32]=[CH:33][CH:34]=2)[CH:29]=[CH:28][CH:27]=1>>[CH3:2][O:3][C:4]1[CH:5]=[C:6]([C:12]2[C:13]([CH3:25])([CH3:24])[C:14](=[O:23])[N:15]([CH:17]3[CH2:22][CH2:21][N:20]([C:36]([C:26]4[C:35]5[C:30](=[CH:31][CH:32]=[CH:33][CH:34]=5)[CH:29]=[CH:28][CH:27]=4)=[O:37])[CH2:19][CH2:18]3)[N:16]=2)[CH:7]=[CH:8][C:9]=1[O:10][CH3:11] |f:0.1|. Reported procedure: The title compound is prepared analogously as described for GP1 using 5-(3,4-dimethoxyphenyl)-4,4-dimethyl-2-(piperidin-4-yl)-2,4-dihydro-3H-pyrazol-3-one hydrochloride (compound B1*HCl) and 1-naphthoyl chloride as starting compounds. The crude product is purified by crystallization from EA to yield the title compound. Procedure details: Aqueous sodium hydroxide (2.4 mL of 6 M) was added to a solution of ethyl 4-(2-propyl-1H-imidazo[4,5-c][1,5]naphthyridin-1-yl]butanoate (2.37 g, 7.26 mmol) in ethanol (25 mL); the reaction was stirred at ambient temperature for two hours and concentrated under reduced pressure. The residue was dissolved in water (15 mL) and adjusted to pH 4 with the addition of 2 M hydrochloric acid. A precipitate formed, was isolated by filtration, and was mixed with toluene, which was removed under reduced pre... Run in C(C)O (ethanol). Product: C(CC)C=1N(C2=C(C=NC=3C=CC=NC23)N1)CCCC(=O)O (4-(2-propyl-1H-imidazo[4,5-c][1,5]naphthyridin-1-yl]butanoic acid). Starting materials: [OH-].[Na+] (sodium hydroxide), C(CC)C=1N(C2=C(C=NC=3C=CC=NC23)N1)CCCC(=O)OCC (ethyl 4-(2-propyl-1H-imidazo[4,5-c][1,5]naphthyridin-1-yl]butanoate), C1(=CC=CC=C1)C (toluene). RXN SMILES: [OH-].[Na+].[CH2:3]([C:6]1[N:7]([CH2:19][CH2:20][CH2:21][C:22]([O:24]CC)=[O:23])[C:8]2[C:17]3[N:16]=[CH:15][CH:14]=[CH:13][C:12]=3[N:11]=[CH:10][C:9]=2[N:18]=1)[CH2:4][CH3:5].C1(C)C=CC=CC=1>C(O)C>[CH2:3]([C:6]1[N:7]([CH2:19][CH2:20][CH2:21][C:22]([OH:24])=[O:23])[C:8]2[C:17]3[N:16]=[CH:15][CH:14]=[CH:13][C:12]=3[N:11]=[CH:10][C:9]=2[N:18]=1)[CH2:4][CH3:5] |f:0.1|. Run at time 2 hour. The yield is 82.2%. The yield is 97.6%. Product: CNC(=O)N1CC(NC2=C(C1C1=CC=CC=C1)C=C(C=C2)[N+](=O)[O-])=O (4-methylcarbamoyl-5-phenyl-7-nitro-1,3,4,5-tetrahydro-2H-1,4-benzodiazepine-2-one). As a reaction SMILES: [N+:1]([C:4]1[CH:5]=[CH:6][C:7]2[NH:13][C:12](=[O:14])[CH2:11][NH:10][CH:9]([C:15]3[CH:20]=[CH:19][CH:18]=[CH:17][CH:16]=3)[C:8]=2[CH:21]=1)([O-:3])=[O:2].[CH3:22][N:23]=[C:24]=[O:25]>CCOCC>[CH3:22][NH:23][C:24]([N:10]1[CH:9]([C:15]2[CH:20]=[CH:19][CH:18]=[CH:17][CH:16]=2)[C:8]2[CH:21]=[C:4]([N+:1]([O-:3])=[O:2])[CH:5]=[CH:6][C:7]=2[NH:13][C:12](=[O:14])[CH2:11]1)=[O:25]. Procedure details: 5.6 g. (0.02 moles) of 7-nitro-5-phenyl-1,3,4,5-tetrahydro-2H-1,4-benzodiazepine-2-one are suspended in 25 ml. of dry ether, and 4.8 ml. (0.08 moles) of methyl isocyanate are added to the suspension. The reaction mixture is stirred at room temperature for 16 hours, thereafter the solid crystalline substance is filtered off and washed with ether. 6.03 g. (97.6%) of 4-methylcarbamoyl-5-phenyl-7-nitro-1,3,4,5-tetrahydro-2H-1,4-benzodiazepine-2-one are obtained, m.p.: 176°- 180° C. After recrystalli... Solvent: CCOCC (ether). Reaction conditions: time 16 hour. Reactants: [N+](=O)([O-])C=1C=CC2=C(C(NCC(N2)=O)C2=CC=CC=C2)C1 (7-nitro-5-phenyl-1,3,4,5-tetrahydro-2H-1,4-benzodiazepine-2-one), CN=C=O (methyl isocyanate).